From a dataset of the Open Reaction Database (ORD), a public repository of structured organic reaction records. describe an organic reaction: reactants, conditions, products, and yield The product is C(CC1=CC=CC=C1)OC(NC1=C(C=CC=C1)NC1=CC(=C(C=C1)C(C1=C(C=CC=C1)C)=O)Cl)=O ((2-{[3-Chloro-4-(2-methylbenzoyl)phenyl]amino}phenyl)-carbamic acid phenethyl ester). The reactants are C1(=CC=CC=C1)CCO (2-phenylethanol), ClC1=C(C=CC(=C1)NC1=C(C=CC=C1)N)C(=O)C1=C(C=CC=C1)C ({2-chloro-4-[(2-aminophenyl)amino]phenyl}(2-methylphenyl)methanone), C([O-])([O-])=O.[K+].[K+] (potassium carbonate), ClC(Cl)(Cl)OC(OC(Cl)(Cl)Cl)=O (bis(trichloromethyl)carbonate), N1=CC=CC=C1 (pyridine). RXN SMILES: [C:1]1([CH2:7][CH2:8][OH:9])[CH:6]=[CH:5][CH:4]=[CH:3][CH:2]=1.ClC(O[C:15](=[O:21])OC(Cl)(Cl)Cl)(Cl)Cl.N1C=CC=CC=1.[Cl:28][C:29]1[CH:34]=[C:33]([NH:35][C:36]2[CH:41]=[CH:40][CH:39]=[CH:38][C:37]=2[NH2:42])[CH:32]=[CH:31][C:30]=1[C:43]([C:45]1[CH:50]=[CH:49][CH:48]=[CH:47][C:46]=1[CH3:51])=[O:44].C(=O)([O-])[O-].[K+].[K+]>C(Cl)Cl.CCOCC.O>[CH2:8]([O:9][C:15](=[O:21])[NH:42][C:37]1[CH:38]=[CH:39][CH:40]=[CH:41][C:36]=1[NH:35][C:33]1[CH:32]=[CH:31][C:30]([C:43](=[O:44])[C:45]2[CH:50]=[CH:49][CH:48]=[CH:47][C:46]=2[CH3:51])=[C:29]([Cl:28])[CH:34]=1)[CH2:7][C:1]1[CH:6]=[CH:5][CH:4]=[CH:3][CH:2]=1 |f:4.5.6|. Procedure: The reactions were conducted under an argon atmosphere. A solution of 2-phenylethanol (0.108 mL) in DCM (2.5 mL, 0.90 mmol) was cooled to 0° C. A mixture of bis(trichloromethyl)carbonate (0.097 g, 0.33 mmol) and pyridine (0.07 mL, 0.90 mmol) in DCM (2.5 mL) was added slowly under stirring. The reaction mixture was stirred for 2 h at room temperature and then filtered, and concentrated in vacuo. The residue was dissolved in DCM (2.5 mL) and {2-chloro-4-[(2-aminophenyl)amino]phenyl}(2-methylphenyl... Solvent: CCOCC (Et2O), O (water), C(Cl)Cl (DCM), C(Cl)Cl (DCM). Starting materials: C(C1=CC=CC=C1)N1CCNCC1 (1-Benzyl-piperazine), BrCC#N (bromoacetonitrile). The product is C(C1=CC=CC=C1)N1CCN(CC1)CC#N ((4-Benzyl-piperazin-1-yl)-acetonitrile). Reaction SMILES: [CH2:1]([N:8]1[CH2:13][CH2:12][NH:11][CH2:10][CH2:9]1)[C:2]1[CH:7]=[CH:6][CH:5]=[CH:4][CH:3]=1.Br[CH2:15][C:16]#[N:17]>>[CH2:1]([N:8]1[CH2:13][CH2:12][N:11]([CH2:15][C:16]#[N:17])[CH2:10][CH2:9]1)[C:2]1[CH:3]=[CH:4][CH:5]=[CH:6][CH:7]=1. Procedure: The title compound is synthesized by coupling of 1-Benzyl-piperazine and bromoacetonitrile analogously to the preparation of Intermediate 149.2 as a white solid; ES-MS: M+=216.2: AtRet=1.50. The reactants are [F-].[K+] (potassium fluoride), COCC1OC(OC1)=O (4-methoxymethyl-1,3-dioxolan-2-one), NC(=O)OCC (Urethane). The solvent is CS(=O)C (dimethyl sulfoxide). Run at temperature 140 celsius, time 77 hour. The product is COCC1CNC(O1)=O (5-methoxymethyloxazolidin-2-one). Isolated yield 68.9%. As a reaction SMILES: [NH2:1]C(OCC)=O.[F-].[K+].[CH3:9][O:10][CH2:11][CH:12]1[CH2:16][O:15][C:14](=O)[O:13]1>CS(C)=O>[CH3:9][O:10][CH2:11][CH:12]1[O:13][C:14](=[O:15])[NH:1][CH2:16]1 |f:1.2|. Procedure: Urethane (82.4 g, 0.925 mol) was dissolved in dimethyl sulfoxide (400 mL), and thereto were added potassium fluoride (48.8 g, 0.841 mol) and 4-methoxymethyl-1,3-dioxolan-2-one (111 g, 0.841 mol), in order. The mixture was stirred for 77 hours at 140° C. under an atmosphere of argon. After filtering off the insoluble materials, the filtrate was condensed in vacuo, and the residue was purified by distillation to give the subject 5-methoxymethyloxazolidin-2-one (76.0 g, yield 68.9%). The reactants are O=[N+]([O-])c1cccc(Cl)c1CCBr, C1CCOC1, CN. The product is CNCCc1c(Cl)cccc1[N+](=O)[O-]. Reaction SMILES: [Br:3][CH2:4][CH2:5][c:6]1[c:7]([Cl:15])[cH:8][cH:9][cH:10][c:11]1[N+:12](=[O:13])[O-:14].[CH2:16]1[O:17][CH2:18][CH2:19][CH2:20]1.[CH3:1][NH2:2]>>[CH3:1][NH:2][CH2:4][CH2:5][c:6]1[c:7]([Cl:15])[cH:8][cH:9][cH:10][c:11]1[N+:12](=[O:13])[O-:14]. The reactants are [BH4-], COC(=O)c1cc(-c2cccc(CCC(C)=O)c2)on1, CO, [Na+]. Yields the product COC(=O)c1cc(-c2cccc(CCC(C)O)c2)on1. RXN SMILES: [BH4-:21].[CH3:1][O:2][C:3](=[O:4])[c:5]1[n:6][o:7][c:8](-[c:10]2[cH:11][c:12]([CH2:16][CH2:17][C:18]([CH3:19])=[O:20])[cH:13][cH:14][cH:15]2)[cH:9]1.[CH3:23][OH:24].[Na+:22]>>[CH3:1][O:2][C:3](=[O:4])[c:5]1[n:6][o:7][c:8](-[c:10]2[cH:11][c:12]([CH2:16][CH2:17][CH:18]([CH3:19])[OH:20])[cH:13][cH:14][cH:15]2)[cH:9]1.